From a dataset of the Open Reaction Database (ORD), a public repository of structured organic reaction records. describe an organic reaction: reactants, conditions, products, and yield Reactants: CC(C(C)C)NC1=C(C(=NC=2N1N=CC2C(=O)OC)OC)C=2SC=CC2C (methyl 7-(1,2-dimethylpropylamino)-5-methoxy-6-(3-methylthiophen-2-yl)pyrazolo[1,5-α]pyrimidine-3-carboxylate), O1CCOCC1 (1,4-dioxane), [OH-].[Na+] (sodium hydroxide), Cl (hydrochloric acid). The solvent is O (water). Run at temperature 22 celsius, time 16 hour. Product: CC(C(C)C)NC1=C(C(=NC=2N1N=CC2C(=O)O)OC)C=2SC=CC2C (7-(1,2-dimethylpropylamino)-5-methoxy-6-(3-methylthiophen-2-yl)pyrazolo[1,5-α]pyrimidine-3-carboxylic acid). Reaction SMILES: [CH3:1][CH:2]([NH:6][C:7]1[N:12]2[N:13]=[CH:14][C:15]([C:16]([O:18]C)=[O:17])=[C:11]2[N:10]=[C:9]([O:20][CH3:21])[C:8]=1[C:22]1[S:23][CH:24]=[CH:25][C:26]=1[CH3:27])[CH:3]([CH3:5])[CH3:4].O1CCOCC1.[OH-].[Na+].Cl>O>[CH3:1][CH:2]([NH:6][C:7]1[N:12]2[N:13]=[CH:14][C:15]([C:16]([OH:18])=[O:17])=[C:11]2[N:10]=[C:9]([O:20][CH3:21])[C:8]=1[C:22]1[S:23][CH:24]=[CH:25][C:26]=1[CH3:27])[CH:3]([CH3:4])[CH3:5] |f:2.3|. Procedure: At room temperature, 0.2 g (0.55 mmol) of methyl 7-(1,2-dimethylpropylamino)-5-methoxy-6-(3-methylthiophen-2-yl)pyrazolo[1,5-α]pyrimidine-3-carboxylate was mixed with a mixture of 5 ml of 1,4-dioxane and 2.5 ml (2.5 mmol) of a 1 N sodium hydroxide solution. The mixture was then stirred at 22° C. for 16 hours. 5 ml of water and 3 ml of 1 N hydrochloric acid were added to the reaction mixture. The precipitate formed was filtered off, washed with water and dried. This gave 0.2 g of 7-(1,2-dimethylp... The reactants are CC1CCN(Cc2ccccc2)CC1=O, CO, CC(=O)O, CN, C1CCOC1. Yields the product CNC1CN(Cc2ccccc2)CCC1C. Reaction SMILES: [CH2:1]([c:2]1[cH:3][cH:4][cH:5][cH:6][cH:7]1)[N:8]1[CH2:9][C:10](=[O:15])[CH:11]([CH3:14])[CH2:12][CH2:13]1.[CH3:16][OH:17].[CH3:18][C:19](=[O:20])[OH:21].[CH3:22][NH2:23].[O:24]1[CH2:25][CH2:26][CH2:27][CH2:28]1>>[CH2:1]([c:2]1[cH:3][cH:4][cH:5][cH:6][cH:7]1)[N:8]1[CH2:9][CH:10]([NH:23][CH3:22])[CH:11]([CH3:14])[CH2:12][CH2:13]1. The reactants are Cl (hydrochloric acid), NC1=NC(=NC=C1[N+](=O)[O-])N1C[C@@H](CCC1)C(=O)N1CCCC1 ((R)-(1-(4-amino-5-nitropyrimidin-2-yl)piperidin-3-yl)(pyrrolidin-1-yl)methanone). The reagents and catalysts are [Pd] (Pd/C). Run in CO (methanol). The product is Cl.Cl.NC1=NC(=NC=C1N)N1C[C@@H](CCC1)C(=O)N1CCCC1 ((R)-(1-(4,5-Diaminopyrimidin-2-yl)piperidin-3-yl)(pyrrolidin-1-yl)methanone dihydrochloride). As a reaction SMILES: [ClH:1].[NH2:2][C:3]1[C:8]([N+:9]([O-])=O)=[CH:7][N:6]=[C:5]([N:12]2[CH2:17][CH2:16][CH2:15][C@@H:14]([C:18]([N:20]3[CH2:24][CH2:23][CH2:22][CH2:21]3)=[O:19])[CH2:13]2)[N:4]=1>CO.[Pd]>[ClH:1].[ClH:1].[NH2:2][C:3]1[C:8]([NH2:9])=[CH:7][N:6]=[C:5]([N:12]2[CH2:17][CH2:16][CH2:15][C@@H:14]([C:18]([N:20]3[CH2:24][CH2:23][CH2:22][CH2:21]3)=[O:19])[CH2:13]2)[N:4]=1 |f:4.5.6|. Procedure details: Concentrated hydrochloric acid (470 μL, 37 wt % aq) was added to a solution of (R)-(1-(4-amino-5-nitropyrimidin-2-yl)piperidin-3-yl)(pyrrolidin-1-yl)methanone (380 mg, 1.13 mmol) in methanol (30 mL). The solution was hydrogenated using the H-Cube (10% Pd/C, full H2, 18° C., 1 mL/min). A second cycle was run using the same conditions. The solvent was removed under reduced pressure and the residue was co-evaporated with toluene several times to afford the title compound as a yellow solid (405 mg).... The reactants are CC(=O)Nc1cc(C(=O)O)ccc1C, Cc1c([N+](=O)[O-])cc(C#N)c(N)c1[N+](=O)[O-], O, O=[N+]([O-])O. The product is CC(=O)Nc1c(C)ccc(C(=O)O)c1[N+](=O)[O-]. RXN SMILES: [C:5]([CH3:6])(=[O:7])[NH:8][c:9]1[cH:10][c:11]([C:12](=[O:13])[OH:14])[cH:15][cH:16][c:17]1[CH3:18].[NH2:19][c:20]1[c:21]([N+:22]([O-:23])=[O:24])[c:25]([CH3:26])[c:27]([N+:28]([O-:29])=[O:30])[cH:31][c:32]1[C:33]#[N:34].[OH2:35].[OH:1][N+:2]([O-:3])=[O:4]>>[O-:1][N+:2](=[O:4])[c:10]1[c:9]([NH:8][C:5]([CH3:6])=[O:7])[c:17]([CH3:18])[cH:16][cH:15][c:11]1[C:12](=[O:13])[OH:14]. The reactants are CCOCC (Et2O), NC1=C(C(=O)OC)C=C(N=C1C1=CC=C(C=C1)C(=O)OC(C)C)Br (Methyl 3-amino-6-bromo-2-(4-(isopropoxycarbonyl)phenyl)isonicotinate), N(=O)[O-].[Na+] (Sodium nitrite), [N-]=[N+]=[N-].[Na+] (sodium azide), ice. Run in C(=O)(C(F)(F)F)O (TFA). Reaction conditions: time 30 minute. Yields the product N(=[N+]=[N-])C1=C(C(=O)OC)C=C(N=C1C1=CC=C(C=C1)C(=O)OC(C)C)Br (methyl 3-azido-6-bromo-2-(4-(isopropoxycarbonyl)phenyl)isonicotinate). Yield: 90.6%. As a reaction SMILES: [NH2:1][C:2]1[C:11]([C:12]2[CH:17]=[CH:16][C:15]([C:18]([O:20][CH:21]([CH3:23])[CH3:22])=[O:19])=[CH:14][CH:13]=2)=[N:10][C:9]([Br:24])=[CH:8][C:3]=1[C:4]([O:6][CH3:7])=[O:5].N([O-])=O.[Na+].[N-:29]=[N+:30]=[N-].[Na+].CCOCC>C(O)(C(F)(F)F)=O>[N:1]([C:2]1[C:11]([C:12]2[CH:17]=[CH:16][C:15]([C:18]([O:20][CH:21]([CH3:22])[CH3:23])=[O:19])=[CH:14][CH:13]=2)=[N:10][C:9]([Br:24])=[CH:8][C:3]=1[C:4]([O:6][CH3:7])=[O:5])=[N+:29]=[N-:30] |f:1.2,3.4|. Reported procedure: Methyl 3-amino-6-bromo-2-(4-(isopropoxycarbonyl)phenyl)isonicotinate (1.0 g, 2.54 mmol) was dissolved in TFA (15 mL) and the yellow solution was cooled in an ice bath. Sodium nitrite (0.351 g, 5.09 mmol) was added with stirring to give a dark yellow mixture. After 30 min, sodium azide (1.65 g, 25.4 mmol) was added followed immediately by Et2O (15 mL). The light yellow mixture was stirred in the ice bath for 30 min. It was partitioned between EtOAc and sufficient sat. aq. NaHCO3 solution to neutr... Starting materials: CC1(CC(CCC1)C(C)O)C (1-(3′,3′-dimethylcyclohexyl)ethanol), ClCC(=O)O (chloroacetic acid), C1(CCCCC1)N=C=NC1CCCCC1 (N,N′-dicyclohexylcarbodiimide). Reagents/catalysts: CN(C1=CC=NC=C1)C (4-(dimethylamino)pyridine). Solvent: ClCCl (dichloromethane). The product is CC1(CC(CCC1)C(C)OC(CCl)=O)C (chloroacetic acid 1-(3,3-dimethylcyclohexyl)ethyl ester). Yield: 88.1%. Reaction SMILES: [CH3:1][C:2]1([CH3:11])[CH2:7][CH2:6][CH2:5][CH:4]([CH:8]([OH:10])[CH3:9])[CH2:3]1.[Cl:12][CH2:13][C:14](O)=[O:15].C1(N=C=NC2CCCCC2)CCCCC1>ClCCl.CN(C)C1C=CN=CC=1>[CH3:11][C:2]1([CH3:1])[CH2:7][CH2:6][CH2:5][CH:4]([CH:8]([O:10][C:14](=[O:15])[CH2:13][Cl:12])[CH3:9])[CH2:3]1. Reported procedure: Following our general procedure, 15.6 g (100 mmol) of 1-(3′,3′-dimethylcyclohexyl)ethanol were esterified with 9.45 g (100 mmol) of chloroacetic acid in anhydrous dichloromethane in the presence of 1.22 g (10 mmol) of 4-(dimethylamino)pyridine and 22.7 g (110 mmol) of N,N′-dicyclohexylcarbodiimide. The usual work-up provided 28.4 g of crude product, which was purified by flash chromatography (600 g silica gel, pentane/ether, 19:1, Rf=0.77) to provide 20.5 g (88%) of chloroacetic acid 1-(3,3-dime...